From a dataset of the Open Reaction Database (ORD), a public repository of structured organic reaction records. describe an organic reaction: reactants, conditions, products, and yield Product: CCN(CCc1ccccn1)C(=O)CCc1ccc(OCc2ccccc2C(=O)OC)cc1. As a reaction SMILES: [Br:23][CH2:24][c:25]1[c:26]([C:27](=[O:28])[O:29][CH3:30])[cH:31][cH:32][cH:33][cH:34]1.[C:35](=[O:36])([O-:37])[O-:38].[CH2:1]([CH3:2])[N:3]([C:4]([CH2:5][CH2:6][c:7]1[cH:8][cH:9][c:10]([OH:13])[cH:11][cH:12]1)=[O:14])[CH2:15][CH2:16][c:17]1[n:18][cH:19][cH:20][cH:21][cH:22]1.[CH3:41][C:42]#[N:43].[K+:39].[K+:40]>>[CH2:1]([CH3:2])[N:3]([C:4]([CH2:5][CH2:6][c:7]1[cH:8][cH:9][c:10]([O:13][CH2:24][c:25]2[c:26]([C:27](=[O:28])[O:29][CH3:30])[cH:31][cH:32][cH:33][cH:34]2)[cH:11][cH:12]1)=[O:14])[CH2:15][CH2:16][c:17]1[n:18][cH:19][cH:20][cH:21][cH:22]1. Starting materials: COC(=O)c1ccccc1CBr, O=C([O-])[O-], CCN(CCc1ccccn1)C(=O)CCc1ccc(O)cc1, CC#N, [K+], [K+]. Starting materials: ClC=1C=C2C=C(NC2=CC1)C (5-chloro-2-methylindole), O (water), [H-].[Na+] (sodium hydride), CC1OC1 ((RS)-methyloxirane). Solvent: O1CCCC1 (tetrahydrofuran), CCOCC (ether). Run at time 1 hour. The product is ClC=1C=C2C=C(N(C2=CC1)CC(C)O)C ((RS)-1-(5-chloro-2-methyl-indol-1-yl)-propan-2-ol). The yield is 61.7%. As a reaction SMILES: [H-].[Na+].[Cl:3][C:4]1[CH:5]=[C:6]2[C:10](=[CH:11][CH:12]=1)[NH:9][C:8]([CH3:13])=[CH:7]2.[CH3:14][CH:15]1[CH2:17][O:16]1.O>O1CCCC1.CCOCC>[Cl:3][C:4]1[CH:5]=[C:6]2[C:10](=[CH:11][CH:12]=1)[N:9]([CH2:14][CH:15]([OH:16])[CH3:17])[C:8]([CH3:13])=[CH:7]2 |f:0.1|. Procedure details: A suspension of 75 ml of sodium hydride dispersion in 15 ml of tetrahydrofuran was treated with 0.33 g of 5-chloro-2-methylindole at 0° and stirred at this temperature for 1 hour. After the addition of 0.28 ml of (RS)-methyloxirane the reaction mixture was stirred at room temperature for 48 hours and subsequently treated with water. The mixture was diluted with ether, washed with water and with saturated sodium chloride solution and the organic phase was dried over sodium sulfate. After removal ... Starting materials: CN(C)C=O, ClCCl, O=C(O)C=Cc1ccc(S(=O)(=O)Nc2ccccc2)cc1. Yields the product O=C(Cl)C=Cc1ccc(S(=O)(=O)Nc2ccccc2)cc1. Reaction SMILES: [CH3:25][N:26]([CH3:27])[CH:28]=[O:29].[Cl:22][CH2:23][Cl:24].[c:1]1([NH:7][S:8](=[O:9])(=[O:10])[c:11]2[cH:12][cH:13][c:14]([CH:17]=[CH:18][C:19](=[O:20])[OH:21])[cH:15][cH:16]2)[cH:2][cH:3][cH:4][cH:5][cH:6]1>>[c:1]1([NH:7][S:8](=[O:9])(=[O:10])[c:11]2[cH:12][cH:13][c:14]([CH:17]=[CH:18][C:19](=[O:21])[Cl:22])[cH:15][cH:16]2)[cH:2][cH:3][cH:4][cH:5][cH:6]1. Reported procedure: Use a method similar to the General Procedure 5-1 to couple 2-aminomethyl-5-fluoro-pyridine (230 mg, 1.8 mmol) and a solution of 7-chloro-3-(2,2,2-trifluoroacetyl)-6-trifluoromethanesulfonyloxy-2,3,4,5-tetrahydro-1H-benzo[d]azepine (500 mg, 1.2 mmol) in toluene (4 mL). Purify by chromatography on silica gel eluting with hexane/EtOAc (9:1 to 1:1) followed by SCX chromatography to give 7-chloro-6-[(5-fluoro-pyridin-2-ylmethyl)-amino]-3-(2,2,2-trifluoroacetyl)-2,3,4,5-tetrahydro-1H-benzo[d]azepine ... Yields the product ClC1=C(C2=C(CCN(CC2)C(C(F)(F)F)=O)C=C1)NCC1=NC=C(C=C1)F (7-chloro-6-[(5-fluoro-pyridin-2-ylmethyl)-amino]-3-(2,2,2-trifluoroacetyl)-2,3,4,5-tetrahydro-1H-benzo[d]azepine). Reaction SMILES: [NH2:1][CH2:2][C:3]1[CH:8]=[CH:7][C:6]([F:9])=[CH:5][N:4]=1.[Cl:10][C:11]1[CH:27]=[CH:26][C:14]2[CH2:15][CH2:16][N:17]([C:20](=[O:25])[C:21]([F:24])([F:23])[F:22])[CH2:18][CH2:19][C:13]=2[C:12]=1OS(C(F)(F)F)(=O)=O>C1(C)C=CC=CC=1>[Cl:10][C:11]1[CH:27]=[CH:26][C:14]2[CH2:15][CH2:16][N:17]([C:20](=[O:25])[C:21]([F:22])([F:24])[F:23])[CH2:18][CH2:19][C:13]=2[C:12]=1[NH:1][CH2:2][C:3]1[CH:8]=[CH:7][C:6]([F:9])=[CH:5][N:4]=1. Starting materials: NCC1=NC=C(C=C1)F (2-aminomethyl-5-fluoro-pyridine), ClC1=C(C2=C(CCN(CC2)C(C(F)(F)F)=O)C=C1)OS(=O)(=O)C(F)(F)F (7-chloro-3-(2,2,2-trifluoroacetyl)-6-trifluoromethanesulfonyloxy-2,3,4,5-tetrahydro-1H-benzo[d]azepine). The yield is 62.6%. The solvent is C1(=CC=CC=C1)C (toluene). Reported procedure: 338 g of a 30% solution of sodium methylate in methanol are added over 10 minutes to a suspension of 112 g of p-methoxybenzamidine hydrochloride and 101 g of diethyl malonate in 520 ml of ethanol, and the mixture is subsequently refluxed for 5 hours. The reaction mixture is then concentrated by rotary evaporation and the residue is dissolved in 1000 ml of warm water of 80° C. The solution is filtered and the filtrate is acidified to pH 1. The precipitate is isolated by filtration and vacuum drie... The solvent is CO (methanol), C(C)O (ethanol). The reactants are solution, C[O-].[Na+] (sodium methylate), Cl.COC1=CC=C(C(=N)N)C=C1 (p-methoxybenzamidine hydrochloride), C(CC(=O)OCC)(=O)OCC (diethyl malonate). Yields the product COC1=CC=C(C=C1)C1=NC(=CC(=N1)O)O (2-p-methoxyphenyl-4,6-dihydroxypyrimidine). As a reaction SMILES: C[O-].[Na+].Cl.[CH3:5][O:6][C:7]1[CH:15]=[CH:14][C:10]([C:11]([NH2:13])=[NH:12])=[CH:9][CH:8]=1.[C:16](OCC)(=[O:23])[CH2:17][C:18](OCC)=[O:19]>CO.C(O)C>[CH3:5][O:6][C:7]1[CH:15]=[CH:14][C:10]([C:11]2[N:13]=[C:18]([OH:19])[CH:17]=[C:16]([OH:23])[N:12]=2)=[CH:9][CH:8]=1 |f:0.1,2.3|. Yield: 83.9%.